This data is from the Open Reaction Database (ORD), a public repository of structured organic reaction records. The task is: describe an organic reaction: reactants, conditions, products, and yield Starting materials: C1(CCC1)N1CCN(CC1)C(=O)C=1C=C2C=C(NC2=CC1)C(=O)N1CCS(CC1)(=O)=O ([5-(4-Cyclobutyl-piperazine-1-carbonyl)-1H-indol-2-yl]-(1,1-dioxothiomorpholin-4-yl)-methanone), CC=1C=C(C=CC1)B(O)O (3-methylphenylboronic acid), N1=CC=CC=C1 (pyridine). The reagents and catalysts are C(C)(=O)[O-].[Cu+2].C(C)(=O)[O-] (copper(II) acetate). Run in ClCCl (dichloromethane). Yields the product C1(CCC1)N1CCN(CC1)C(=O)C=1C=C2C=C(N(C2=CC1)C=1C=C(C=CC1)C)C(=O)N1CCS(CC1)(=O)=O ([5-(4-Cyclobutyl-piperazine-1-carbonyl)-1-m-tolyl-1H-indol-2-yl]-(1,1-dioxothiomorpholin-4-yl)-methanone). Isolated yield 56.0%. As a reaction SMILES: [CH:1]1([N:5]2[CH2:10][CH2:9][N:8]([C:11]([C:13]3[CH:14]=[C:15]4[C:19](=[CH:20][CH:21]=3)[NH:18][C:17]([C:22]([N:24]3[CH2:29][CH2:28][S:27](=[O:31])(=[O:30])[CH2:26][CH2:25]3)=[O:23])=[CH:16]4)=[O:12])[CH2:7][CH2:6]2)[CH2:4][CH2:3][CH2:2]1.[CH3:32][C:33]1[CH:34]=[C:35](B(O)O)[CH:36]=[CH:37][CH:38]=1.N1C=CC=CC=1>ClCCl.C([O-])(=O)C.[Cu+2].C([O-])(=O)C>[CH:1]1([N:5]2[CH2:6][CH2:7][N:8]([C:11]([C:13]3[CH:14]=[C:15]4[C:19](=[CH:20][CH:21]=3)[N:18]([C:37]3[CH:38]=[C:33]([CH3:32])[CH:34]=[CH:35][CH:36]=3)[C:17]([C:22]([N:24]3[CH2:29][CH2:28][S:27](=[O:30])(=[O:31])[CH2:26][CH2:25]3)=[O:23])=[CH:16]4)=[O:12])[CH2:9][CH2:10]2)[CH2:2][CH2:3][CH2:4]1 |f:4.5.6|. Reported procedure: The title compound was synthesized in analogy to example 66, from [5-(4-cyclobutyl-piperazine-1-carbonyl)-1H-indol-2-yl]-(1,1-dioxothiomorpholin-4-yl)-methanone (example 202), 3-methylphenylboronic acid, copper(II) acetate and pyridine in dichloromethane, to give the desired product as a colorless foam (56%). The reactants are N1C=CC2=CC(=CC=C12)OC1=CC=NC2=CC(=C(C=C12)OC)OC (4-(1H-Indol-5-yloxy)-6,7-dimethoxyquinoline), [H-].[Na+] (sodium hydride), FCCNC(OC1=CC=CC=C1)=O (phenyl N-(2-fluoroethyl)carbamate). The product is FCCNC(=O)N1C=CC2=CC(=CC=C12)OC1=CC=NC2=CC(=C(C=C12)OC)OC (4-[1-(2-Fluoroethylcarbamoyl)1H-indol-5-yloxy]-6,7-dimethoxyquinoline). The yield is 18.8%. Reaction SMILES: [NH:1]1[C:9]2[C:4](=[CH:5][C:6]([O:10][C:11]3[C:20]4[C:15](=[CH:16][C:17]([O:23][CH3:24])=[C:18]([O:21][CH3:22])[CH:19]=4)[N:14]=[CH:13][CH:12]=3)=[CH:7][CH:8]=2)[CH:3]=[CH:2]1.[H-].[Na+].[F:27][CH2:28][CH2:29][NH:30][C:31](=O)[O:32]C1C=CC=CC=1>>[F:27][CH2:28][CH2:29][NH:30][C:31]([N:1]1[C:9]2[C:4](=[CH:5][C:6]([O:10][C:11]3[C:20]4[C:15](=[CH:16][C:17]([O:23][CH3:24])=[C:18]([O:21][CH3:22])[CH:19]=4)[N:14]=[CH:13][CH:12]=3)=[CH:7][CH:8]=2)[CH:3]=[CH:2]1)=[O:32] |f:1.2|. Procedure: 4-(1H-Indol-5-yloxy)-6,7-dimethoxyquinoline (75 mg, 0.3122 mmol), sodium hydride (13 mg, 0.3278 mmol) and phenyl N-(2-fluoroethyl)carbamate (45 mg, 0.3278 mmol) were used for reaction in the same manner as Example 310, followed by extraction with ethyl acetate/tetrahydrofuran, washing with saturated saline and drying over anhydrous magnesium sulfate, and then the solvent was distilled off under reduced pressure. The residue was adsorbed onto silica gel and subjected to silica gel column chromato... Starting materials: S1N=C(C=2C1=NC=CC2)NCCCNCC2=CC=C(C=C2)C2=CC=C(C=C2)OC (N1-(Isothiazolo[5,4-b]pyridin-3-yl)-N3-((4′-methoxybiphenyl-4-yl)methyl)propane-1,3-diamine), C(C)(C)N(CC)C(C)C (diisopropylethylamine), CN1C(=NC(=C1)S(=O)(=O)Cl)C (1,2-dimethylimidazole-4-sulfonyl chloride), ice. Run in C(Cl)Cl (methylene chloride), C(Cl)Cl (methylene chloride). Conditions: time 8 hour. Yields the product S1N=C(C=2C1=NC=CC2)NCCCN(S(=O)(=O)C=2N=C(N(C2)C)C)CC2=CC=C(C=C2)C2=CC=C(C=C2)OC (N-(3-(isothiazolo[5,4-b]pyridin-3-ylamino)propyl)-N-((4′-methoxybiphenyl-4-yl)methyl)-1,2-dimethyl-1H-imidazole-4-sulfonamide). Yield: 32.0%. Reaction SMILES: [S:1]1[C:5]2=[N:6][CH:7]=[CH:8][CH:9]=[C:4]2[C:3]([NH:10][CH2:11][CH2:12][CH2:13][NH:14][CH2:15][C:16]2[CH:21]=[CH:20][C:19]([C:22]3[CH:27]=[CH:26][C:25]([O:28][CH3:29])=[CH:24][CH:23]=3)=[CH:18][CH:17]=2)=[N:2]1.C(N(C(C)C)CC)(C)C.[CH3:39][N:40]1[CH:44]=[C:43]([S:45](Cl)(=[O:47])=[O:46])[N:42]=[C:41]1[CH3:49]>C(Cl)Cl>[S:1]1[C:5]2=[N:6][CH:7]=[CH:8][CH:9]=[C:4]2[C:3]([NH:10][CH2:11][CH2:12][CH2:13][N:14]([CH2:15][C:16]2[CH:21]=[CH:20][C:19]([C:22]3[CH:23]=[CH:24][C:25]([O:28][CH3:29])=[CH:26][CH:27]=3)=[CH:18][CH:17]=2)[S:45]([C:43]2[N:42]=[C:41]([CH3:49])[N:40]([CH3:39])[CH:44]=2)(=[O:47])=[O:46])=[N:2]1. Reported procedure: N1-(Isothiazolo[5,4-b]pyridin-3-yl)-N3-((4′-methoxybiphenyl-4-yl)methyl)propane-1,3-diamine (100 mg, 0.25 mmol) was dissolved in anhydrous methylene chloride with diisopropylethylamine (0.11 mL, 0.63 mmol). The mixture was cooled in an ice-bath under nitrogen and a solution of 1,2-dimethylimidazole-4-sulfonyl chloride (58.4 mg, 0.30 mmol) in methylene chloride (5 mL) was added dropwise. After the addition was completed the ice-bath was removed and the mixture was stirred at room temperature over...